The task is: describe an organic reaction: reactants, conditions, products, and yield. This data is from the Open Reaction Database (ORD), a public repository of structured organic reaction records. Reactants: CC(c1ccccc1)N1CC(C)(C(=O)OC(C)(C)C)CC1=O, C[Si](C)(C)[N-][Si](C)(C)C, [Li+], C1CCOC1, CCOP(OCC)OCC. Yields the product CC(c1ccccc1)N1CC(C)(C(=O)OC(C)(C)C)C(O)C1=O. RXN SMILES: [C:1]([CH3:2])([CH3:3])([CH3:4])[O:5][C:6](=[O:7])[C:8]1([CH3:22])[CH2:9][N:10]([CH:14]([CH3:15])[c:16]2[cH:17][cH:18][cH:19][cH:20][cH:21]2)[C:11](=[O:13])[CH2:12]1.[CH3:33][Si:34]([N-:35][Si:36]([CH3:37])([CH3:38])[CH3:39])([CH3:40])[CH3:41].[Li+:42].[O:43]1[CH2:44][CH2:45][CH2:46][CH2:47]1.[P:23]([O:24][CH2:31][CH3:32])([O:25][CH2:26][CH3:27])[O:28][CH2:29][CH3:30]>>[C:1]([CH3:2])([CH3:3])([CH3:4])[O:5][C:6](=[O:7])[C:8]1([CH3:22])[CH2:9][N:10]([CH:14]([CH3:15])[c:16]2[cH:17][cH:18][cH:19][cH:20][cH:21]2)[C:11](=[O:13])[CH:12]1[OH:24]. Reactants: OCCCBr, C1COCCN1, CCOCC. Yields the product OCCCN1CCOCC1. Reaction SMILES: [Br:7][CH2:8][CH2:9][CH2:10][OH:11].[CH2:1]1[CH2:2][O:3][CH2:4][CH2:5][NH:6]1.[CH3:12][CH2:13][O:14][CH2:15][CH3:16]>>[CH2:1]1[CH2:2][O:3][CH2:4][CH2:5][N:6]1[CH2:8][CH2:9][CH2:10][OH:11]. The reactants are CSC=1C2=C(N=CN1)C=NN2 (7-(methylthio)-1H-pyrazolo[4,3-d]pyrimidine), ClC=1C=C(N)C=CC1OCC1=CC(=CC=C1)F (3-chloro-4-[(3-fluorobenzyl)oxy]aniline), Cl.N1=CC=CC=C1 (pyridine hydrochloride). The yield is 66.0%. Reported procedure: A mixture of 7-(methylthio)-1H-pyrazolo[4,3-d]pyrimidine (known compound from literature: J. Am. Chem. Soc., 1956, 78, 2418) (150 mg), 3-chloro-4-[(3-fluorobenzyl)oxy]aniline (227 mg) and pyridine hydrochloride (156 mg) in 1-methyl-2-pyrrolidone (3 mL) was stirred at 120° C. for 10 hrs. After the completion of the reaction, the mixture was diluted with ethyl acetate and washed with saturated aqueous sodium hydrogen carbonate and saturated brine. The organic layer was concentrated under reduced p... The product is ClC=1C=C(C=CC1OCC1=CC(=CC=C1)F)NC=1C2=C(N=CN1)C=NN2 (N-{3-chloro-4-[(3-fluorobenzyl)oxy]phenyl}-1H-pyrazolo[4,3-d]pyrimidin-7-amine). Run at temperature 120 celsius, time 10 hour. Run in CN1C(CCC1)=O (1-methyl-2-pyrrolidone), C(C)(=O)OCC (ethyl acetate). RXN SMILES: CS[C:3]1[C:4]2[NH:11][N:10]=[CH:9][C:5]=2[N:6]=[CH:7][N:8]=1.[Cl:12][C:13]1[CH:14]=[C:15]([CH:17]=[CH:18][C:19]=1[O:20][CH2:21][C:22]1[CH:27]=[CH:26][CH:25]=[C:24]([F:28])[CH:23]=1)[NH2:16].Cl.N1C=CC=CC=1>CN1CCCC1=O.C(OCC)(=O)C>[Cl:12][C:13]1[CH:14]=[C:15]([NH:16][C:3]2[C:4]3[NH:11][N:10]=[CH:9][C:5]=3[N:6]=[CH:7][N:8]=2)[CH:17]=[CH:18][C:19]=1[O:20][CH2:21][C:22]1[CH:27]=[CH:26][CH:25]=[C:24]([F:28])[CH:23]=1 |f:2.3|.